Dataset: the Open Reaction Database (ORD), a public repository of structured organic reaction records. Task: describe an organic reaction: reactants, conditions, products, and yield The reactants are COC(=O)[C@@H]1C[C@@H]([C@H](C1)O)N=[N+]=[N-] ((1R,3S,4S)-3-azido-4-hydroxy-cyclopentanecarboxylic acid methyl ester), Pt2O. Solvent: CO (methanol). The product is COC(=O)[C@@H]1C[C@@H]([C@H](C1)O)N ((1R,3S,4S)-3-amino-4-hydroxy-cyclopentanecarboxylic acid methyl ester). As a reaction SMILES: [CH3:1][O:2][C:3]([C@H:5]1[CH2:9][C@H:8]([OH:10])[C@@H:7]([N:11]=[N+]=[N-])[CH2:6]1)=[O:4]>CO>[CH3:1][O:2][C:3]([C@H:5]1[CH2:9][C@H:8]([OH:10])[C@@H:7]([NH2:11])[CH2:6]1)=[O:4]. Reported procedure: To a stirred solution of (1R,3S,4S)-3-azido-4-hydroxy-cyclopentanecarboxylic acid methyl ester (2.73 g; CAS 213742-85-9; prepared as described in WO00/09463) at r.t. in methanol (30 ml) was added under an argon atmosphere Pt2O (140 mg). The reaction mixture was hydrogenated over night. The catalyst was filtered off and washed with MeOH. The filtrate was concentrated to give (1R,3S,4S)-3-amino-4-hydroxy-cyclopentanecarboxylic acid methyl ester (2.29 g) as brown oil. MS: 160.3 ([M+H]+). The reactants are CCCN(CCC)C1Cc2cccc(C(=O)OC)c2NC1=O, CO, [Na+], [OH-]. Yields the product CCCN(CCC)C1Cc2cccc(C(=O)O)c2NC1=O. As a reaction SMILES: [CH2:1]([CH2:2][CH3:3])[N:4]([CH:5]1[C:6](=[O:19])[NH:7][c:8]2[c:9]([C:15](=[O:16])[O:17][CH3:18])[cH:10][cH:11][cH:12][c:13]2[CH2:14]1)[CH2:20][CH2:21][CH3:22].[CH3:25][OH:26].[Na+:24].[OH-:23]>>[CH2:1]([CH2:2][CH3:3])[N:4]([CH:5]1[C:6](=[O:19])[NH:7][c:8]2[c:9]([C:15](=[O:16])[OH:17])[cH:10][cH:11][cH:12][c:13]2[CH2:14]1)[CH2:20][CH2:21][CH3:22]. The reactants are C(C)(=O)OCC=1C(=NC=CC1C1=CN(C(C(=C1)Br)=O)C)N1C(C2=C(C=C(C=C2C=N1)C(C)(C)C)F)=O ((4-(5-Bromo-1-methyl-6-oxo-1,6-dihydropyridin-3-yl)-2-(6-tert-butyl-8-fluoro-1-oxophthalazin-2(1H)-yl)pyridin-3-yl)methyl acetate), C(C)N1N=C(C=C1)N (1-ethyl-1H-pyrazol-3-amine), C([O-])([O-])=O.[Cs+].[Cs+] (cesium carbonate), CC1(C2=C(C(=CC=C2)P(C3=CC=CC=C3)C4=CC=CC=C4)OC5=C(C=CC=C51)P(C6=CC=CC=C6)C7=CC=CC=C7)C (Xantphos). Reagents/catalysts: [Pd].[Pd].C(C1=CC=CC=C1)=CC(=O)C=CC1=CC=CC=C1.C(C1=CC=CC=C1)=CC(=O)C=CC1=CC=CC=C1.C(C1=CC=CC=C1)=CC(=O)C=CC1=CC=CC=C1 (tris(dibenzylideneacetone) dipalladium(0)). Run in ClCCl (dichloromethane), O1CCOCC1 (1,4-dioxane). Run at temperature 80 celsius, time 3 hour. Product: C(C)(=O)OCC=1C(=NC=CC1C1=CN(C(C(=C1)NC1=NN(C=C1)CC)=O)C)N1C(C2=C(C=C(C=C2C=N1)C(C)(C)C)F)=O ((2-(6-tert-butyl-8-fluoro-1-oxophthalazin-2(1H)-yl)-4-(5-(1-ethyl-1H-pyrazol-3-ylamino)-1-methyl-6-oxo-1,6-dihydropyridin-3-yl)pyridin-3-yl)methyl acetate). Reaction SMILES: [C:1]([O:4][CH2:5][C:6]1[C:7]([N:21]2[N:30]=[CH:29][C:28]3[C:23](=[C:24]([F:35])[CH:25]=[C:26]([C:31]([CH3:34])([CH3:33])[CH3:32])[CH:27]=3)[C:22]2=[O:36])=[N:8][CH:9]=[CH:10][C:11]=1[C:12]1[CH:17]=[C:16](Br)[C:15](=[O:19])[N:14]([CH3:20])[CH:13]=1)(=[O:3])[CH3:2].[CH2:37]([N:39]1[CH:43]=[CH:42][C:41]([NH2:44])=[N:40]1)[CH3:38].C(=O)([O-])[O-].[Cs+].[Cs+].CC1(C)C2C(=C(P(C3C=CC=CC=3)C3C=CC=CC=3)C=CC=2)OC2C(P(C3C=CC=CC=3)C3C=CC=CC=3)=CC=CC1=2>O1CCOCC1.ClCCl.[Pd].[Pd].C(=CC(C=CC1C=CC=CC=1)=O)C1C=CC=CC=1.C(=CC(C=CC1C=CC=CC=1)=O)C1C=CC=CC=1.C(=CC(C=CC1C=CC=CC=1)=O)C1C=CC=CC=1>[C:1]([O:4][CH2:5][C:6]1[C:7]([N:21]2[N:30]=[CH:29][C:28]3[C:23](=[C:24]([F:35])[CH:25]=[C:26]([C:31]([CH3:34])([CH3:33])[CH3:32])[CH:27]=3)[C:22]2=[O:36])=[N:8][CH:9]=[CH:10][C:11]=1[C:12]1[CH:17]=[C:16]([NH:44][C:41]2[CH:42]=[CH:43][N:39]([CH2:37][CH3:38])[N:40]=2)[C:15](=[O:19])[N:14]([CH3:20])[CH:13]=1)(=[O:3])[CH3:2] |f:2.3.4,8.9.10.11.12|. Procedure details: Into a 1-dram vial was added 142c (40 mg, 0.074 mmol), 1-ethyl-1H-pyrazol-3-amine (1.2 equiv), cesium carbonate (1.5 equiv), Xantphos (10 mol %) and tris(dibenzylideneacetone) dipalladium(0) (5 mol %) in dry 1,4-dioxane (0.2 M). The reaction was then stirred at 80° C. for 3 hours. After cooling to room temperature, the reaction was then diluted with dichloromethane (3 mL) and washed with water (2×3 mL). The organic layer was dried over magnesium sulfate, filtered and concentrated in vacuo. The c... Reactants: FC1=CC=C(C=C1)C1CCC2(OCCO2)CC1 (8-(4-Fluorophenyl)-1,4-dioxaspiro[4.5]decane). Solvent: C1(=CC=CC=C1)C (toluene), C1CCOC1 (THF), OS(=O)(=O)O (H2SO4), O (water). Yields the product FC1=CC=C(C=C1)C1CCC(CC1)=O (4-(4-Fluorophenyl)cyclohexanone). Yield: 85.5%. RXN SMILES: [F:1][C:2]1[CH:7]=[CH:6][C:5]([CH:8]2[CH2:17][CH2:16][C:11]3(OCC[O:12]3)[CH2:10][CH2:9]2)=[CH:4][CH:3]=1>C1(C)C=CC=CC=1.C1COCC1.OS(O)(=O)=O.O>[F:1][C:2]1[CH:3]=[CH:4][C:5]([CH:8]2[CH2:9][CH2:10][C:11](=[O:12])[CH2:16][CH2:17]2)=[CH:6][CH:7]=1. Procedure details: A solution of the intermediate from step B (8.6 g, 36.5 mmol) in toluene (40 mL), THF (20 mL) and 10% H2SO4 in water (25 mL) was stirred at reflux overnight. After cooling to room temperature, the organic layer was separated, washed with brine, dried over MgSO4 and concentrated. Flash chromatography on silica gel eluting with 5% and then 10% EtOAc in hexanes provided the title compound (6.0 g, 86%) as an oil. MS calculated (M+H)+ 193. found 193.